This data is from the Open Reaction Database (ORD), a public repository of structured organic reaction records. The task is: describe an organic reaction: reactants, conditions, products, and yield The reactants are [N+](=O)([O-])C1=C(C=CC=C1)SC1=C(C(=O)O)C=CC=C1 (2-((2-nitrophenyl)thio)benzoic acid). The reagents and catalysts are [Pd] (Pd/C). Solvent: C(C)(=O)OCC (ethyl acetate). Reaction conditions: time 8 hour. Product: NC1=C(C=CC=C1)SC1=C(C(=O)O)C=CC=C1 (2-((2-Aminophenyl)thio)benzoic acid). RXN SMILES: [N+:1]([C:4]1[CH:9]=[CH:8][CH:7]=[CH:6][C:5]=1[S:10][C:11]1[CH:19]=[CH:18][CH:17]=[CH:16][C:12]=1[C:13]([OH:15])=[O:14])([O-])=O>C(OCC)(=O)C.[Pd]>[NH2:1][C:4]1[CH:9]=[CH:8][CH:7]=[CH:6][C:5]=1[S:10][C:11]1[CH:19]=[CH:18][CH:17]=[CH:16][C:12]=1[C:13]([OH:15])=[O:14]. Procedure details: To a solution of 2-((2-nitrophenyl)thio)benzoic acid, prepared as described in the previous step, (43.3 g, 0.157 mol) in ethyl acetate (500 mL) was added Pd/C (8 g). The reaction solution was stirred at room temperature overnight under hydrogen gas atmosphere. The mixture was filtered and concentrated to provide the title compound. Starting materials: C(C)(C)(C)[Si](C1=CC=CC=C1)(C1=CC=CC=C1)Cl (t-butyl chlorodiphenyl silane), N1C=NC=C1 (imidazole), BrC=1C=C(CCO)C=CC1 (3-Bromophenethyl alcohol). Run in C(C)(=O)OCC (ethyl acetate), CN(C=O)C (N,N-dimethylformamide). Reaction conditions: time 8 hour. Product: BrC=1C=C(CCO[Si](C2=CC=CC=C2)(C2=CC=CC=C2)C(C)(C)C)C=CC1 ([(3-bromophenethyl)oxy] (t-butyl)diphenyl silane). RXN SMILES: [Br:1][C:2]1[CH:3]=[C:4]([CH:8]=[CH:9][CH:10]=1)[CH2:5][CH2:6][OH:7].[C:11]([Si:15](Cl)([C:22]1[CH:27]=[CH:26][CH:25]=[CH:24][CH:23]=1)[C:16]1[CH:21]=[CH:20][CH:19]=[CH:18][CH:17]=1)([CH3:14])([CH3:13])[CH3:12].N1C=CN=C1>CN(C)C=O.C(OCC)(=O)C>[Br:1][C:2]1[CH:3]=[C:4]([CH:8]=[CH:9][CH:10]=1)[CH2:5][CH2:6][O:7][Si:15]([C:11]([CH3:14])([CH3:13])[CH3:12])([C:22]1[CH:23]=[CH:24][CH:25]=[CH:26][CH:27]=1)[C:16]1[CH:21]=[CH:20][CH:19]=[CH:18][CH:17]=1. Procedure details: 3-Bromophenethyl alcohol was dissolved in 110 ml of N,N-dimethylformamide, and 16 ml of t-butyl chlorodiphenyl silane and 8.3 g of imidazole were added. After stirring was continued at room temperature overnight, the solution was diluted with ethyl acetate, and washed successively with 1N hydrochloric acid and saturated brine. After drying the organic layer over anhydrous magnesium sulfate, the solvent was evaporated. The residue was purified by silica gel column chromatography, to give 22.1 g o...